Dataset: the Open Reaction Database (ORD), a public repository of structured organic reaction records. Task: describe an organic reaction: reactants, conditions, products, and yield Reactants: O=C1CC(=O)C2(CCN(Cc3ccccc3)CC2)N1c1cccc(F)c1, Cc1ccccc1, Nc1ccc(F)cc1. Product: O=C1C=C(Nc2ccc(F)cc2)C2(CCN(Cc3ccccc3)CC2)N1c1cccc(F)c1. RXN SMILES: [CH2:1]([c:2]1[cH:3][cH:4][cH:5][cH:6][cH:7]1)[N:8]1[CH2:9][CH2:10][C:11]2([C:12](=[O:24])[CH2:13][C:14](=[O:23])[N:15]2[c:16]2[cH:17][c:18]([F:22])[cH:19][cH:20][cH:21]2)[CH2:25][CH2:26]1.[CH3:35][c:36]1[cH:37][cH:38][cH:39][cH:40][cH:41]1.[NH2:27][c:28]1[cH:29][cH:30][c:31]([F:32])[cH:33][cH:34]1>>[CH2:1]([c:2]1[cH:3][cH:4][cH:5][cH:6][cH:7]1)[N:8]1[CH2:9][CH2:10][C:11]2([C:12]([NH:27][c:28]3[cH:29][cH:30][c:31]([F:32])[cH:33][cH:34]3)=[CH:13][C:14](=[O:23])[N:15]2[c:16]2[cH:17][c:18]([F:22])[cH:19][cH:20][cH:21]2)[CH2:25][CH2:26]1. RXN SMILES: [CH3:1][O:2][C:3](=[O:15])[C@:4]([NH2:14])([C:7]([O:9][C:10]([CH3:13])([CH3:12])[CH3:11])=[O:8])[CH2:5][OH:6].[CH3:16][S:17](Cl)(=[O:19])=[O:18]>>[CH3:1][O:2][C:3](=[O:15])[C@:4]([NH2:14])([C:7]([O:9][C:10]([CH3:12])([CH3:11])[CH3:13])=[O:8])[CH2:5][O:6][S:17]([CH3:16])(=[O:19])=[O:18]. Yields the product COC([C@@](COS(=O)(=O)C)(C(=O)OC(C)(C)C)N)=O ((S)-2-BOC-amino-3-methylsulfonyloxy-propionic acid methyl ester). Reactants: COC([C@@](CO)(C(=O)OC(C)(C)C)N)=O ((S)-2-BOC-amino-3-hydroxy-propionic acid methyl ester), CS(=O)(=O)Cl (methanesulfonylchloride). Procedure: Commercially available (S)-2-BOC-amino-3-hydroxy-propionic acid methyl ester and methanesulfonylchloride were reacted according to the same procedure as Step B of Preparation 29 to give the title compound. Reactants: [Al+3], COc1ccccc1, [Cl-], [Cl-], [Cl-], ClCCl, Cl, O, O=C(Cl)CCc1ccccc1. Yields the product COc1ccc(C(=O)CCc2ccccc2)cc1. As a reaction SMILES: [Al+3:21].[CH3:12][O:13][c:14]1[cH:15][cH:16][cH:17][cH:18][cH:19]1.[Cl-:20].[Cl-:22].[Cl-:23].[Cl:25][CH2:26][Cl:27].[ClH:24].[OH2:28].[c:1]1([CH2:7][CH2:8][C:9](=[O:10])[Cl:11])[cH:2][cH:3][cH:4][cH:5][cH:6]1>>[c:1]1([CH2:7][CH2:8][C:9](=[O:10])[c:17]2[cH:16][cH:15][c:14]([O:13][CH3:12])[cH:19][cH:18]2)[cH:2][cH:3][cH:4][cH:5][cH:6]1.